From a dataset of the Open Reaction Database (ORD), a public repository of structured organic reaction records. describe an organic reaction: reactants, conditions, products, and yield Starting materials: C(C)OC(NC(=S)N1CCOCC1)=O ((morpholine-4-carbothioyl)-carbamic acid ethyl ester), Cl.Cl.NC(C(=O)NC1(CN(CC1)C(CC)CC)C#N)CC1CCCCC1 (2-amino-N-[3-cyano-1-(1-ethyl-propyl)-pyrrolidin-3-yl]-3-cyclohexyl-propionamide bis hydrochloride salt). Product: C(C)OC(N=C(N1CCOCC1)NC(CC1CCCCC1)C(NC1(CN(CC1)C(CC)CC)C#N)=O)=O (({1-[3-Cyano-1-(1-ethyl-propyl)-pyrrolidin-3-ylcarbamoyl]-2-cyclohexyl-ethylamino}-morpholin-4-yl-methylene)-carbamic acid ethyl ester). Reaction SMILES: [CH2:1]([O:3][C:4](=[O:14])[NH:5][C:6]([N:8]1[CH2:13][CH2:12][O:11][CH2:10][CH2:9]1)=S)[CH3:2].Cl.Cl.[NH2:17][CH:18]([CH2:34][CH:35]1[CH2:40][CH2:39][CH2:38][CH2:37][CH2:36]1)[C:19]([NH:21][C:22]1([C:32]#[N:33])[CH2:26][CH2:25][N:24]([CH:27]([CH2:30][CH3:31])[CH2:28][CH3:29])[CH2:23]1)=[O:20]>>[CH2:1]([O:3][C:4](=[O:14])[N:5]=[C:6]([NH:17][CH:18]([C:19](=[O:20])[NH:21][C:22]1([C:32]#[N:33])[CH2:26][CH2:25][N:24]([CH:27]([CH2:28][CH3:29])[CH2:30][CH3:31])[CH2:23]1)[CH2:34][CH:35]1[CH2:40][CH2:39][CH2:38][CH2:37][CH2:36]1)[N:8]1[CH2:13][CH2:12][O:11][CH2:10][CH2:9]1)[CH3:2] |f:1.2.3|. Reported procedure: The title compound was prepared starting from (morpholine-4-carbothioyl)-carbamic acid ethyl ester and 2-amino-N-[3-cyano-1-(1-ethyl-propyl)-pyrrolidin-3-yl]-3-cyclohexyl-propionamide bis hydrochloride salt according to the procedure from Example 5, step b, MS, m/z 519=M+1.